Dataset: the Open Reaction Database (ORD), a public repository of structured organic reaction records. Task: describe an organic reaction: reactants, conditions, products, and yield Reactants: CS(=O)(=O)C1=CC=C(C=C1)C=1C=2N(C=CC1)N=C(N2)N (8-(4-methanesulfonyl-phenyl)-[1,2,4]triazolo[1,5-a]pyridin-2-ylamine), BrC=1C=C(CN2CCS(CC2)(=O)=O)C=CC1 (4-(3-bromo-benzyl)-thiomorpholine 1,1-dioxide), C1(CCCCC1)P(C1=C(C=CC=C1)C1=C(C=CC=C1)P(C1CCCCC1)C1CCCCC1)C1CCCCC1 (2,2′-bis-dicyclohexylphosphanyl-biphenyl). The product is O=S1(CCN(CC1)CC=1C=C(C=CC1)NC1=NN2C(C(=CC=C2)C2=CC=C(C=C2)S(=O)(=O)C)=N1)=O (N-{3-[(1,1-dioxidothiomorpholin-4-yl)methyl]phenyl}-8-[4-(methylsulfonyl)phenyl][1,2,4]triazolo[1,5-a]pyridin-2-amine), foam. The yield is 34.0%. As a reaction SMILES: [CH3:1][S:2]([C:5]1[CH:10]=[CH:9][C:8]([C:11]2[C:12]3[N:13]([N:17]=[C:18]([NH2:20])[N:19]=3)[CH:14]=[CH:15][CH:16]=2)=[CH:7][CH:6]=1)(=[O:4])=[O:3].Br[C:22]1[CH:23]=[C:24]([CH:34]=[CH:35][CH:36]=1)[CH2:25][N:26]1[CH2:31][CH2:30][S:29](=[O:33])(=[O:32])[CH2:28][CH2:27]1.C1(P(C2CCCCC2)C2C=CC=CC=2C2C=CC=CC=2P(C2CCCCC2)C2CCCCC2)CCCCC1>>[O:33]=[S:29]1(=[O:32])[CH2:30][CH2:31][N:26]([CH2:25][C:24]2[CH:23]=[C:22]([NH:20][C:18]3[N:19]=[C:12]4[C:11]([C:8]5[CH:9]=[CH:10][C:5]([S:2]([CH3:1])(=[O:3])=[O:4])=[CH:6][CH:7]=5)=[CH:16][CH:15]=[CH:14][N:13]4[N:17]=3)[CH:36]=[CH:35][CH:34]=2)[CH2:27][CH2:28]1. Procedure: N-{3-[(1,1-dioxidothiomorpholin-4-yl)methyl]phenyl}-8-[4-(methylsulfonyl)phenyl][1,2,4]triazolo[1,5-a]pyridin-2-amine was prepared from 8-(4-methanesulfonyl-phenyl)-[1,2,4]triazolo[1,5-a]pyridin-2-ylamine (75.0 mg, 0.260 mmol) and 4-(3-bromo-benzyl)-thiomorpholine 1,1-dioxide (90.0 mg, 0.296 mmol) with 2,2′-bis-dicyclohexylphosphanyl-biphenyl (29.0 mg, 0.0530 mmol) as the ligand in a manner analogous to Example 2d. Product isolated as a pale yellow foam (0.046 g, 34%). 1H NMR (400 MHz, CDCl3, δ,... The reactants are CC1=C(C(=NO1)C1=CC=CC=C1)CO ((5-methyl-3-phenyl-isoxazol-4-yl)-methanol), OC1=NOC(=C1)C (3-hydroxy-5-methylisoxazole), C1(=CC=CC=C1)P(C1=CC=CC=C1)C1=CC=CC=C1 (triphenylphosphine), N(=NC(=O)OCC)C(=O)OCC (diethyl azodicarboxylate). Run at time 3 hour. Yields the product CC1=C(C(=NO1)C1=CC=CC=C1)COC1=NOC(=C1)C (5-Methyl-4-(5-methyl-isoxazol-3-yloxymethyl)-3-phenyl-isoxazole). RXN SMILES: [CH3:1][C:2]1[O:6][N:5]=[C:4]([C:7]2[CH:12]=[CH:11][CH:10]=[CH:9][CH:8]=2)[C:3]=1[CH2:13][OH:14].O[C:16]1[CH:20]=[C:19]([CH3:21])[O:18][N:17]=1.C1(P(C2C=CC=CC=2)C2C=CC=CC=2)C=CC=CC=1.N(C(OCC)=O)=NC(OCC)=O>C1COCC1>[CH3:1][C:2]1[O:6][N:5]=[C:4]([C:7]2[CH:12]=[CH:11][CH:10]=[CH:9][CH:8]=2)[C:3]=1[CH2:13][O:14][C:16]1[CH:20]=[C:19]([CH3:21])[O:18][N:17]=1. The solvent is C1CCOC1 (THF). Yield: 39.6%. Procedure: To a solution of (5-methyl-3-phenyl-isoxazol-4-yl)-methanol (378 mg, 2.0 mmol) in THF (7 mL) was added 3-hydroxy-5-methylisoxazole (200 mg, 2.0 mmol) and triphenylphosphine (629 mg, 2.0 mmol) at room temperature under an argon atmosphere. Then diethyl azodicarboxylate (˜40% in toluene, 1.1 mL, 2.5 mmol) was added and the reaction mixture was stirred for 3 h at room temperature. Concentration and purification by chromatography (silica, heptane:ethyl acetate=6:4 to 0:1) afforded the title compound... Starting materials: N1C(=CC=2C1=CN=CC2)C(C)=O (1-(1H-pyrrolo[2,3-c]pyridin-2-yl)ethanone), NO (hydroxylamine), Cl (HCl), [Li+].[OH-] (LiOH). The solvent is C(C)O (ethanol), O (water). Product: N1C(=CC=2C1=CN=CC2)C(C)=NO (1-(1H-pyrrolo[2,3-c]pyridin-2-yl)ethanone oxime). Isolated yield 47.0%. RXN SMILES: [NH:1]1[C:5]2=[CH:6][N:7]=[CH:8][CH:9]=[C:4]2[CH:3]=[C:2]1[C:10](=O)[CH3:11].[NH2:13][OH:14].Cl.[Li+].[OH-]>C(O)C.O>[NH:1]1[C:5]2=[CH:6][N:7]=[CH:8][CH:9]=[C:4]2[CH:3]=[C:2]1[C:10](=[N:13][OH:14])[CH3:11] |f:3.4|. Procedure: To a solution of 1-(1H-pyrrolo[2,3-c]pyridin-2-yl)ethanone (Example 70) (0.39 g, 2.42 mmol) and hydroxylamine.HCl (0.34 g, 4.84 mmol) in ethanol (12.1 mL) and water (3.4 mL) was added LiOH (0.31 g, 7.26 mmol). The reaction mixture was refluxed for 1.0 h, and then the heat was removed. After concentration under reduced pressure, the residue was triturated with water. The solid was collected by filtration, rinsed with water and Et2O, and dried under vacuum at 45° C. to give 1-(1H-pyrrolo[2,3-c]pyr... Reactants: FC(C1=CC=C(C=C1)C=1C2=C(C=NC1)C(CC2)OCC(=O)OC(C)(C)C)(F)F ((rac)-tert-Butyl 2-(4-(4-(trifluoromethyl)phenyl)-6,7-dihydro-5H-cyclopenta[c]pyridin-7-yloxy)acetate), Cl (HCl), O1CCOCC1 (dioxane), Cl (HCl), O1CCOCC1 (dioxane). Solvent: CO (MeOH). Reaction conditions: time 16 hour. Product: FC(C1=CC=C(C=C1)C=1C2=C(C=NC1)C(CC2)OCC(=O)OC)(F)F ((rac)-Methyl 2-(4-(4-(trifluoromethyl)phenyl)-6,7-dihydro-5H-cyclopenta[c]pyridin-7-yloxy)acetate). The yield is 50.4%. RXN SMILES: [F:1][C:2]([F:28])([F:27])[C:3]1[CH:8]=[CH:7][C:6]([C:9]2[C:10]3[CH2:17][CH2:16][CH:15]([O:18][CH2:19][C:20]([O:22][C:23](C)(C)C)=[O:21])[C:11]=3[CH:12]=[N:13][CH:14]=2)=[CH:5][CH:4]=1.Cl.O1CCOCC1>CO>[F:27][C:2]([F:1])([F:28])[C:3]1[CH:4]=[CH:5][C:6]([C:9]2[C:10]3[CH2:17][CH2:16][CH:15]([O:18][CH2:19][C:20]([O:22][CH3:23])=[O:21])[C:11]=3[CH:12]=[N:13][CH:14]=2)=[CH:7][CH:8]=1. Reported procedure: To a cooled (0° C.) solution of (rac)-tert-butyl 2-(4-(4-(trifluoromethyl)phenyl)-6,7-dihydro-5H-cyclopenta[c]pyridin-7-yloxy)acetate (example 97) (102 mg, 0.26 mmol) in MeOH (4 mL) was added 4M HCl in dioxane (0.26 mL, 1.04 mmol) and the reaction mixture was stirred at room temperature for 16 h. The solution was cooled (0° C.) again and treated with 4M HCl in dioxane (0.39 mL, 1.56 mmol). After 1 h at room temperature, the solution was evaporated to dryness. The residue was suspended in EtOAc, ...